This data is from the Open Reaction Database (ORD), a public repository of structured organic reaction records. The task is: describe an organic reaction: reactants, conditions, products, and yield The reactants are CCCn1ncc2c(=O)[nH]c(-c3cc(Br)ccc3OCC)nc21, CCOC(C)=O, [Li]CCCC, C1CCOC1, CO, [Cl-], [NH4+], O=C=O. Product: CCCn1ncc2c(=O)[nH]c(-c3cc(C(=O)O)ccc3OCC)nc21. Reaction SMILES: [Br:6][c:7]1[cH:8][cH:9][c:10]([O:26][CH2:27][CH3:28])[c:11](-[c:13]2[nH:14][c:15](=[O:25])[c:16]3[c:17]([n:18]2)[n:19]([CH2:22][CH2:23][CH3:24])[n:20][cH:21]3)[cH:12]1.[C:41]([O:42][CH2:43][CH3:44])(=[O:45])[CH3:46].[CH2:1]([Li:2])[CH2:3][CH2:4][CH3:5].[CH2:34]1[O:35][CH2:36][CH2:37][CH2:38]1.[CH3:39][OH:40].[Cl-:32].[NH4+:33].[O:29]=[C:30]=[O:31]>>[c:7]1([C:30](=[O:29])[OH:31])[cH:8][cH:9][c:10]([O:26][CH2:27][CH3:28])[c:11](-[c:13]2[nH:14][c:15](=[O:25])[c:16]3[c:17]([n:18]2)[n:19]([CH2:22][CH2:23][CH3:24])[n:20][cH:21]3)[cH:12]1.